describe an organic reaction: reactants, conditions, products, and yield From a dataset of the Open Reaction Database (ORD), a public repository of structured organic reaction records. Product: C(C)OC(CC1(CC1)C1=CC=C(C=C1)C1=CC=C(C=C1)C1=C(C(=NO1)C)NC1CCN(CC1)CC1=CC=CC=C1)=O ((1-{4′-[4-(1-Benzyl-piperidin-4-ylamino)-3-methyl-isoxazol-5-yl]-biphenyl-4-yl}-cyclopropyl)-acetic acid ethyl ester). As a reaction SMILES: [CH2:1]([N:8]1[CH2:13][CH2:12][CH:11]([NH:14][C:15]2[C:16]([CH3:27])=[N:17][O:18][C:19]=2[C:20]2[CH:25]=[CH:24][C:23](Br)=[CH:22][CH:21]=2)[CH2:10][CH2:9]1)[C:2]1[CH:7]=[CH:6][CH:5]=[CH:4][CH:3]=1.[CH2:28]([O:30][C:31](=[O:51])[CH2:32][C:33]1([C:36]2[CH:41]=[CH:40][C:39](B3OC(C)(C)C(C)(C)O3)=[CH:38][CH:37]=2)[CH2:35][CH2:34]1)[CH3:29]>>[CH2:28]([O:30][C:31](=[O:51])[CH2:32][C:33]1([C:36]2[CH:41]=[CH:40][C:39]([C:23]3[CH:24]=[CH:25][C:20]([C:19]4[O:18][N:17]=[C:16]([CH3:27])[C:15]=4[NH:14][CH:11]4[CH2:12][CH2:13][N:8]([CH2:1][C:2]5[CH:7]=[CH:6][CH:5]=[CH:4][CH:3]=5)[CH2:9][CH2:10]4)=[CH:21][CH:22]=3)=[CH:38][CH:37]=2)[CH2:35][CH2:34]1)[CH3:29]. Procedure details: Prepared according to the procedure described in Example 1, Step 10, using (1-benzyl-piperidin-4-yl)-[5-(4-bromo-phenyl)-3-methyl-isoxazol-4-yl]-amine and {1-[4-(4,4,5,5-tetramethyl-[1,3,2]dioxaborolan-2-yl)-phenyl]-cyclopropyl}-acetic acid ethyl ester. Starting materials: C(C1=CC=CC=C1)N1CCC(CC1)NC=1C(=NOC1C1=CC=C(C=C1)Br)C ((1-benzyl-piperidin-4-yl)-[5-(4-bromo-phenyl)-3-methyl-isoxazol-4-yl]-amine), C(C)OC(CC1(CC1)C1=CC=C(C=C1)B1OC(C(O1)(C)C)(C)C)=O ({1-[4-(4,4,5,5-tetramethyl-[1,3,2]dioxaborolan-2-yl)-phenyl]-cyclopropyl}-acetic acid ethyl ester). The reactants are C=CCNC(=O)c1ccc(Cl)s1, ClCCl, O=C(OO)c1cccc(Cl)c1. Product: O=C(NCC1CO1)c1ccc(Cl)s1. Reaction SMILES: [CH2:1]([CH:2]=[CH2:3])[NH:4][C:5](=[O:6])[c:7]1[s:8][c:9]([Cl:12])[cH:10][cH:11]1.[Cl:24][CH2:25][Cl:26].[OH:13][O:14][C:15]([c:16]1[cH:17][c:18]([Cl:19])[cH:20][cH:21][cH:22]1)=[O:23]>>[CH2:1]([CH:2]1[CH2:3][O:13]1)[NH:4][C:5](=[O:6])[c:7]1[s:8][c:9]([Cl:12])[cH:10][cH:11]1. The reactants are CC1=C(C(=O)NCC23CC4CC(CC(C2)C4)C3)C=C(C=C1[N+](=O)[O-])[N+](=O)[O-] (2-Methyl-3,5-dinitro-N-(tricyclo[3.3.1.13,7]dec-1-ylmethyl)-benzamide). The reagents and catalysts are [Pd] (palladium on carbon). The solvent is C(C)(=O)OCC (ethyl acetate). Yields the product NC=1C(=C(C(=O)NCC23CC4CC(CC(C2)C4)C3)C=C(C1)N)C (3,5-Diamino-2-methyl-N-(tricyclo[3.3.1.13.7]dec-1-ylmethyl)-benzamide). Yield: 35.8%. As a reaction SMILES: [CH3:1][C:2]1[C:21]([N+:22]([O-])=O)=[CH:20][C:19]([N+:25]([O-])=O)=[CH:18][C:3]=1[C:4]([NH:6][CH2:7][C:8]12[CH2:17][CH:12]3[CH2:13][CH:14]([CH2:16][CH:10]([CH2:11]3)[CH2:9]1)[CH2:15]2)=[O:5]>C(OCC)(=O)C.[Pd]>[NH2:22][C:21]1[C:2]([CH3:1])=[C:3]([CH:18]=[C:19]([NH2:25])[CH:20]=1)[C:4]([NH:6][CH2:7][C:8]12[CH2:17][CH:12]3[CH2:13][CH:14]([CH2:16][CH:10]([CH2:11]3)[CH2:9]1)[CH2:15]2)=[O:5]. Reported procedure: A solution of 2-methyl-3,5-dinitro-N-(tricyclo[3.3.1.13.7]dec-1-ylmethyl)-benzamide (Example 65) (2.66 g) in ethyl acetate (200 ml) was hydrogenated over palladium on carbon (10%, 0.5 g ) for 72 hours. The reaction mixture was then filtered through celite® and the residue washed with ethyl acetate. The filtrate and washings were combined and concentrated under reduced pressure to give a solid (0.8 g). This was purified by column chromatography over silica eluting with dichloromethane:ethanol (9:... Reactants: ClC1=CC=C(CC2=C(OC=3NC(NC(C32)=O)=O)C3=CC(=CC=C3)Cl)C=C1 (5-(4-chlorobenzyl)-6-(3-chlorophenyl)furo[2,3-d]pyrimidine-2,4(1H,3H)-dione), C(=O)([O-])[O-].[K+].[K+] (K2CO3), ClCC(COCC(CCl)[Si](C)(C)C)[Si](C)(C)C (chloromethyl-2-trimethylsilylethyl ether). The solvent is CC(OCC)=O (EA), O (water), CN(C)C=O (DMF). Run at temperature 0 celsius, time 1 hour. Product: ClC1=CC=C(CC2=C(OC=3N(C(NC(C32)=O)=O)COCC[Si](C)(C)C)C3=CC(=CC=C3)Cl)C=C1 (5-(4-chlorobenzyl)-6-(3-chlorophenyl)-1-((2-(trimethylsilyl)ethoxy)methyl)furo[2,3-d]pyrimidine-2,4(1H,3H)-dione). The yield is 59.9%. Reaction SMILES: [Cl:1][C:2]1[CH:26]=[CH:25][C:5]([CH2:6][C:7]2[C:15]3[C:14](=[O:16])[NH:13][C:12](=[O:17])[NH:11][C:10]=3[O:9][C:8]=2[C:18]2[CH:23]=[CH:22][CH:21]=[C:20]([Cl:24])[CH:19]=2)=[CH:4][CH:3]=1.C([O-])([O-])=O.[K+].[K+].ClCC([Si](C)(C)C)[CH2:36][O:37][CH2:38][CH:39]([Si:42]([CH3:45])([CH3:44])[CH3:43])CCl>CN(C=O)C.CC(=O)OCC.O>[Cl:1][C:2]1[CH:3]=[CH:4][C:5]([CH2:6][C:7]2[C:15]3[C:14](=[O:16])[NH:13][C:12](=[O:17])[N:11]([CH2:36][O:37][CH2:38][CH2:39][Si:42]([CH3:45])([CH3:44])[CH3:43])[C:10]=3[O:9][C:8]=2[C:18]2[CH:23]=[CH:22][CH:21]=[C:20]([Cl:24])[CH:19]=2)=[CH:25][CH:26]=1 |f:1.2.3|. Procedure: To a mixture of 5-(4-chlorobenzyl)-6-(3-chlorophenyl)furo[2,3-d]pyrimidine-2,4(1H,3H)-dione (38.7 mg, 0.1 mmol) and K2CO3 (13.8 mg, 0.1 mmol) in DMF (1 mL) at 0° C. was added chloromethyl-2-trimethylsilylethyl ether (33.4 mg, 0.2 mmol). The reaction was stirred at 0° C. for 1 h then diluted with EA (10 mL) and water (3 mL). The organic layer was washed with brine (3 mL), dried over Na2SO4 and concentrated to a residue which was purified by chromatography eluted with PE/EA (5:1) to give 5-(4-chlo...